This data is from the Open Reaction Database (ORD), a public repository of structured organic reaction records. The task is: describe an organic reaction: reactants, conditions, products, and yield Conditions: temperature 25 celsius, time 2 hour. The yield is 35.8%. The reactants are O=C(O)C1Cc2ccccc2C1, COc1ccc(N)cn1. Reagents/catalysts: CCN=C=NCCCN(C)C.Cl (EDC-HCl). The solvent is CN(C)C=O (DMF), CN(C)C=O (DMF), CN(C)C=O (DMF), CN(C)C=O (DMF), CN(C)C=O (DMF), CN(C)C=O (DMF). Product: COc1ccc(NC(=O)C2Cc3ccccc3C2)cn1. As a reaction SMILES: COc1ccc(N)cn1.O=C(O)C1Cc2ccccc2C1.CCN=C=NCCCN(C)C.Cl.CN(C)C=O>>COc1ccc(NC(=O)C2Cc3ccccc3C2)cn1. The reactants are CN(C(=O)c1ccc(C#N)cc1)c1ccc(C(=O)Cl)cc1[N+](=O)[O-], CCN(C(C)C)C(C)C, ClCCl, Cl, COC(=O)CCCN. Yields the product COC(=O)CCCNC(=O)c1ccc(N(C)C(=O)c2ccc(C#N)cc2)c([N+](=O)[O-])c1. RXN SMILES: [C:10](#[N:11])[c:12]1[cH:13][cH:14][c:15]([C:16](=[O:17])[N:18]([c:19]2[c:20]([N+:28](=[O:29])[O-:30])[cH:21][c:22]([C:23](=[O:24])[Cl:25])[cH:26][cH:27]2)[CH3:31])[cH:32][cH:33]1.[CH2:1]([N:2]([CH:3]([CH3:4])[CH3:5])[CH:6]([CH3:7])[CH3:8])[CH3:9].[CH2:43]([Cl:44])[Cl:45].[ClH:34].[NH2:35][CH2:36][CH2:37][CH2:38][C:39](=[O:40])[O:41][CH3:42]>>[C:10](#[N:11])[c:12]1[cH:13][cH:14][c:15]([C:16](=[O:17])[N:18]([c:19]2[c:20]([N+:28](=[O:29])[O-:30])[cH:21][c:22]([C:23](=[O:24])[NH:35][CH2:36][CH2:37][CH2:38][C:39](=[O:40])[O:41][CH3:42])[cH:26][cH:27]2)[CH3:31])[cH:32][cH:33]1. Starting materials: CN1[C@@H](CCC1)COC=1C=NC=C(C1)N (3-((1-methyl-2-(S)-pyrrolidinyl)methoxy)-5-amino-pyridine), C(C)(=O)Cl (acetyl chloride). The solvent is C1CCOC1 (THF). The product is Cl.Cl.CN1[C@@H](CCC1)COC=1C=NC=C(C1)NC(C)=O (3-((1-methyl-2-(S)-pyrrolidinyl)methoxy)-5-acetylamino-pyridine dihydrochloride). Reaction SMILES: [CH3:1][N:2]1[CH2:6][CH2:5][CH2:4][C@H:3]1[CH2:7][O:8][C:9]1[CH:10]=[N:11][CH:12]=[C:13]([NH2:15])[CH:14]=1.[C:16]([Cl:19])(=[O:18])[CH3:17]>C1COCC1>[ClH:19].[ClH:19].[CH3:1][N:2]1[CH2:6][CH2:5][CH2:4][C@H:3]1[CH2:7][O:8][C:9]1[CH:10]=[N:11][CH:12]=[C:13]([NH:15][C:16](=[O:18])[CH3:17])[CH:14]=1 |f:3.4.5|. Reported procedure: The 3-((1-methyl-2-(S)-pyrrolidinyl)methoxy)-5-amino-pyridine from Example 94 is dissolved in THF and reacted with acetyl chloride according to standard procedures. The product is purified by chromatography on silica gel and converted into the title compound by treatment with HCl in ether according to Example 14c. Reactants: FC(F)(F)c1ccc(Br)cc1, O=C([O-])[O-], Cc1ccccc1, CS(C)=O, Cl, Cl, I[Cu]I, [K+], [K+], CCC(N)CC(=O)O, O. The product is CCC(CC(=O)O)Nc1ccc(C(F)(F)F)cc1. Reaction SMILES: [Br:10][c:11]1[cH:12][cH:13][c:14]([C:17]([F:18])([F:19])[F:20])[cH:15][cH:16]1.[C:21](=[O:22])([O-:23])[O-:24].[CH3:31][c:32]1[cH:33][cH:34][cH:35][cH:36][cH:37]1.[CH3:39][S:40]([CH3:41])=[O:42].[ClH:1].[ClH:27].[Cu:28]([I:29])[I:30].[K+:25].[K+:26].[NH2:2][CH:3]([CH2:4][C:5](=[O:6])[OH:7])[CH2:8][CH3:9].[OH2:38]>>[NH:2]([CH:3]([CH2:4][C:5](=[O:6])[OH:7])[CH2:8][CH3:9])[c:11]1[cH:12][cH:13][c:14]([C:17]([F:18])([F:19])[F:20])[cH:15][cH:16]1. Starting materials: COc1ccccc1, Cc1cccc(C(=O)Cl)c1, O=S(=O)([O-])C(F)(F)F, O=S(=O)([O-])C(F)(F)F, O=S(=O)([O-])C(F)(F)F, C[N+](=O)[O-], [Na+], O=C([O-])O, [Sc+3]. Yields the product COc1ccc(C(=O)c2cccc(C)c2)cc1. RXN SMILES: [CH3:1][O:2][c:3]1[cH:4][cH:5][cH:6][cH:7][cH:8]1.[CH3:9][c:10]1[cH:11][c:12]([C:13](=[O:14])[Cl:15])[cH:16][cH:17][cH:18]1.[F:28][C:29]([F:30])([F:31])[S:32]([O-:33])(=[O:34])=[O:35].[F:37][C:38]([F:39])([F:40])[S:41]([O-:42])(=[O:43])=[O:44].[F:45][C:46]([F:47])([F:48])[S:49]([O-:50])(=[O:51])=[O:52].[N+:24]([CH3:25])([O-:26])=[O:27].[Na+:19].[OH:20][C:21](=[O:22])[O-:23].[Sc+3:36]>>[CH3:1][O:2][c:3]1[cH:4][cH:5][c:6]([C:13]([c:12]2[cH:11][c:10]([CH3:9])[cH:18][cH:17][cH:16]2)=[O:14])[cH:7][cH:8]1. The reactants are OC=1C=C(C=CC1)NC1=C(C(=O)OC(C)(C)C)C=CC(=C1)CCC1=CC(=CC=C1)OC (tert-butyl 2-((3-hydroxyphenyl)amino)-4-(2-(3-methoxyphenyl)ethyl)benzoate). The solvent is FC(C(=O)O)(F)F (Trifluoroacetic acid). Conditions: time 2 hour. Yields the product OC=1C=C(C=CC1)NC1=C(C(=O)O)C=CC(=C1)CCC1=CC(=CC=C1)OC (2-((3-hydroxyphenyl)amino)-4-(2-(3-methoxyphenyl)ethyl)benzoic acid). RXN SMILES: [OH:1][C:2]1[CH:3]=[C:4]([NH:8][C:9]2[CH:21]=[C:20]([CH2:22][CH2:23][C:24]3[CH:29]=[CH:28][CH:27]=[C:26]([O:30][CH3:31])[CH:25]=3)[CH:19]=[CH:18][C:10]=2[C:11]([O:13]C(C)(C)C)=[O:12])[CH:5]=[CH:6][CH:7]=1>FC(F)(F)C(O)=O>[OH:1][C:2]1[CH:3]=[C:4]([NH:8][C:9]2[CH:21]=[C:20]([CH2:22][CH2:23][C:24]3[CH:29]=[CH:28][CH:27]=[C:26]([O:30][CH3:31])[CH:25]=3)[CH:19]=[CH:18][C:10]=2[C:11]([OH:13])=[O:12])[CH:5]=[CH:6][CH:7]=1. Procedure: Trifluoroacetic acid 10 mL was added to the obtained tert-butyl 2-((3-hydroxyphenyl)amino)-4-(2-(3-methoxyphenyl)ethyl)benzoate, and it was stirred at room temperature for 2 hours. The solvent was removed under reduced pressure, and the obtained residue was refined by reversed-phase silica gel column chromatography [eluent; 50-90% acetonitrile/0.1% trifluoroacetic acid aqueous solution] to give 2-((3-hydroxyphenyl)amino)-4-(2-(3-methoxyphenyl)ethyl)benzoic acid 17 mg of a white solid.